This data is from the Open Reaction Database (ORD), a public repository of structured organic reaction records. The task is: describe an organic reaction: reactants, conditions, products, and yield Starting materials: C(C1=CC=CC=C1)=C(C(=O)OCC)C(=O)OCC (diethyl benzalmalonate), C1(CCCCC1)ON1C(CC(CC1(C)C)O)(C)C (1-cyclohexyloxy-4-hydroxy-2,2,6,6-tetramethylpiperidine). The solvent is C1(=CC=CC=C1)C (toluene). Conditions: temperature 80 celsius. Yields the product C(C1=CC=CC=C1)=C(C(=O)OCC)C(=O)OC1CC(N(C(C1)(C)C)OC1CCCCC1)(C)C (Ethyl 1-Cyclohexyloxy-2,2,6,6-tetramethylpiperidin-4-yl Benzalmalonate). Isolated yield 99.9%. Reaction SMILES: [CH:1](=[C:8]([C:14]([O:16][CH2:17][CH3:18])=[O:15])[C:9]([O:11][CH2:12][CH3:13])=[O:10])[C:2]1[CH:7]=[CH:6][CH:5]=[CH:4][CH:3]=1.[CH:19]1([O:25][N:26]2[C:31](C)([CH3:32])[CH2:30]C(O)[CH2:28][C:27]2([CH3:36])[CH3:35])[CH2:24][CH2:23][CH2:22][CH2:21][CH2:20]1>C1(C)C=CC=CC=1>[CH:1](=[C:8]([C:9]([O:11][CH:12]1[CH2:35][C:27]([CH3:36])([CH3:28])[N:26]([O:25][CH:19]2[CH2:24][CH2:23][CH2:22][CH2:21][CH2:20]2)[C:31]([CH3:32])([CH3:30])[CH2:13]1)=[O:10])[C:14]([O:16][CH2:17][CH3:18])=[O:15])[C:2]1[CH:7]=[CH:6][CH:5]=[CH:4][CH:3]=1. Procedure: A mixture of 15.0 g (60.4 mmol) of diethyl benzalmalonate, 32.4 g (127 mmol) of 1-cyclohexyloxy-4-hydroxy-2,2,6,6-tetramethylpiperidine, and 150 ml of toluene is heated at reflux. Water is removed by fractional distillation. The reaction mixture is cooled to 80° C. and treated with 1.0 g of titanium tetrabutoxide. The mixture is heated at reflux for 7 hours while ethanol is removed by fractional distillation. The reaction mixture is diluted with ethyl acetate (400 ml). The organic solution is wa... Starting materials: solution, CC[O-].[Na+] (sodium ethylate), C(C)O (ethanol), [N+](=O)([O-])C=1C(=C(C=C(C1Cl)[N+](=O)[O-])Cl)Cl (3,5-dinitro-1,2,4-trichlorobenzene), C(C)O (ethanol). Run in ice water. Reaction conditions: temperature 75 celsius. Product: [N+](=O)([O-])C=1C(=C(C=C(C1OCC)[N+](=O)[O-])Cl)OCC (3,5-dinitro-2,4-diethoxychlorobenzene). RXN SMILES: [N+:1]([C:4]1[C:5](Cl)=[C:6]([Cl:14])[CH:7]=[C:8]([N+:11]([O-:13])=[O:12])[C:9]=1Cl)([O-:3])=[O:2].[CH3:16][CH2:17][O-:18].[Na+].[CH2:20]([OH:22])[CH3:21]>>[N+:1]([C:4]1[C:5]([O:22][CH2:20][CH3:21])=[C:6]([Cl:14])[CH:7]=[C:8]([N+:11]([O-:13])=[O:12])[C:9]=1[O:18][CH2:17][CH3:16])([O-:3])=[O:2] |f:1.2|. Procedure: 0.1 mole (27.15 g) of 3,5-dinitro-1,2,4-trichlorobenzene was heated to 75° C. in 110 ml of absolute ethanol. 0.2 mole of a 15% solution of sodium ethylate was added in absolute ethanol. Upon completion of the addition, the reaction mixture was heated for 30 minutes at 75° C. and then diluted with 300 g of an ice/water mixture. The expected product precipitated. After drying under vacuum and recrystallization from isopropyl ether, it melted at 78° C. Reactants: COC(=O)CCc1ccc(OCc2cccc(Br)c2)cc1, CC(=O)[O-], CC(=O)[O-], C=Cc1ccccc1, CCCC[N+](CCCC)(CCCC)CCCC, CN(C)C=O, [Cl-], [Na+], O, O=C([O-])O, [Pd+2]. Yields the product COC(=O)CCc1ccc(OCc2cccc(C=Cc3ccccc3)c2)cc1. Reaction SMILES: [Br:1][c:2]1[cH:3][c:4]([CH2:8][O:9][c:10]2[cH:11][cH:12][c:13]([CH2:16][CH2:17][C:18](=[O:19])[O:20][CH3:21])[cH:14][cH:15]2)[cH:5][cH:6][cH:7]1.[C:59]([O-:60])(=[O:61])[CH3:62].[C:64]([O-:65])(=[O:66])[CH3:67].[CH2:22]=[CH:23][c:24]1[cH:25][cH:26][cH:27][cH:28][cH:29]1.[CH3:37][CH2:38][CH2:39][CH2:40][N+:41]([CH2:42][CH2:43][CH2:44][CH3:45])([CH2:46][CH2:47][CH2:48][CH3:49])[CH2:50][CH2:51][CH2:52][CH3:53].[CH3:54][N:55]([CH3:56])[CH:57]=[O:58].[Cl-:36].[Na+:30].[OH2:35].[OH:31][C:32](=[O:33])[O-:34].[Pd+2:63]>>[c:2]1([CH:22]=[CH:23][c:24]2[cH:25][cH:26][cH:27][cH:28][cH:29]2)[cH:3][c:4]([CH2:8][O:9][c:10]2[cH:11][cH:12][c:13]([CH2:16][CH2:17][C:18](=[O:19])[O:20][CH3:21])[cH:14][cH:15]2)[cH:5][cH:6][cH:7]1. The reactants are C(C1=CC=CC=C1)N1N=CC2=C1CC1=C2NN=C1 (1-benzyl-4,7- dihydro-1H-cyclopenta[1,2-c:3,4-c']dipyrazole), liquid, N (ammonia), [Na] (Sodium), [Cl-].[NH4+] (Ammonium chloride), N (ammonia). The solvent is O1CCCC1 (tetrahydrofuran). Conditions: temperature -32 celsius, time 1.5 hour. Product: N1N=CC2=C1CC1=C2NN=C1 (4,7-dihydro-1H-cyclopenta[1,2-c:3,4-c']dipyrazole). The yield is 50.0%. Reaction SMILES: C([N:8]1[C:12]2[CH2:13][C:14]3[CH:18]=[N:17][NH:16][C:15]=3[C:11]=2[CH:10]=[N:9]1)C1C=CC=CC=1.N.[Na].[Cl-].[NH4+]>O1CCCC1>[NH:8]1[C:12]2[CH2:13][C:14]3[CH:18]=[N:17][NH:16][C:15]=3[C:11]=2[CH:10]=[N:9]1 |f:3.4,^1:19|. Reported procedure: A solution was prepared from 5.8 g of 1-benzyl-4,7- dihydro-1H-cyclopenta[1,2-c:3,4-c']dipyrazole in 150 ml of tetrahydrofuran and 300 ml of liquid ammonia at -78° C. Sodium metal (2.8 g) was added in small pieces and the reaction was stirred at -32° C. for 1.5 hours. Ammonium chloride (10 g) was added and the ammonia was allowed to evaporate over a period of 20 minutes. The residual reaction mixture was filtered and the filter cake was washed with ethanol. The combined filtrates were then conce... Starting materials: O(C1=CC=CC=C1)C1=CC=C(C=O)C=C1 (4-phenoxybenzaldehyde), C(CC)(=O)OC(CC)=O (propionic anhydride). Product: C/C(/C(=O)O)=C\C1=CC=C(C=C1)OC1=CC=CC=C1 ((E)-2-methyl-3-(4-phenoxyphenyl)propenoic acid). Isolated yield 68.0%. As a reaction SMILES: [O:1]([C:8]1[CH:15]=[CH:14][C:11]([CH:12]=O)=[CH:10][CH:9]=1)[C:2]1[CH:7]=[CH:6][CH:5]=[CH:4][CH:3]=1.[C:16]([O:20]C(=O)CC)(=[O:19])[CH2:17][CH3:18]>>[CH3:18]/[C:17](=[CH:12]\[C:11]1[CH:14]=[CH:15][C:8]([O:1][C:2]2[CH:7]=[CH:6][CH:5]=[CH:4][CH:3]=2)=[CH:9][CH:10]=1)/[C:16]([OH:20])=[O:19]. Procedure: The procedure is performed in an analogous manner to that described in Example 17 (step A), starting from 4-phenoxybenzaldehyde and using 5 equivalents of propionic anhydride. Yield: 68% IR (nujol): 1665 cm-1 m.p. 133° C. 1H NMR (CDCl3 /TMS): 11.95 (broad s, 1H); 7.80 (s, 1H); 7.60 to 6.85 (m, 9H); 2.15 (s, 3H). The reactants are CN1CCC(=O)CC1, CC(=O)O, O=[N+]([O-])CCc1ccc2[nH]ccc2c1, [NH4+], [OH-]. The product is CN1CC=C(c2c[nH]c3ccc(CC[N+](=O)[O-])cc23)CC1. As a reaction SMILES: [CH3:1][N:2]1[CH2:3][CH2:4][C:5](=[O:8])[CH2:6][CH2:7]1.[CH3:25][C:26](=[O:27])[OH:28].[N+:9](=[O:10])([O-:11])[CH2:12][CH2:13][c:14]1[cH:15][c:16]2[cH:17][cH:18][nH:19][c:20]2[cH:21][cH:22]1.[NH4+:24].[OH-:23]>>[CH3:1][N:2]1[CH2:3][CH2:4][C:5]([c:17]2[c:16]3[cH:15][c:14]([CH2:13][CH2:12][N+:9](=[O:10])[O-:11])[cH:22][cH:21][c:20]3[nH:19][cH:18]2)=[CH:6][CH2:7]1. Starting materials: [Al+3], N#CC12CCN(CC1)CC2, CCOCC, [H-], [H-], [H-], [H-], [Li+], [Na+], C1CCOC1, [OH-], O. Yields the product NCC12CCN(CC1)CC2. As a reaction SMILES: [Al+3:12].[C:1](#[N:2])[C:3]12[CH2:4][CH2:5][N:6]([CH2:7][CH2:8]1)[CH2:9][CH2:10]2.[CH3:17][CH2:18][O:19][CH2:20][CH3:21].[H-:11].[H-:14].[H-:15].[H-:16].[Li+:13].[Na+:23].[O:24]1[CH2:25][CH2:26][CH2:27][CH2:28]1.[OH-:22].[OH2:29]>>[CH2:1]([NH2:2])[C:3]12[CH2:4][CH2:5][N:6]([CH2:7][CH2:8]1)[CH2:9][CH2:10]2.